This data is from the Open Reaction Database (ORD), a public repository of structured organic reaction records. The task is: describe an organic reaction: reactants, conditions, products, and yield Starting materials: C(O)([O-])=O.[Na+] (sodium hydrogen carbonate), C(C)(=O)O[BH-](OC(C)=O)OC(C)=O.[Na+] (sodium triacetoxyborohydride), NC1CCN(CC1)CCN1C(C=CC2=NC=C(C=C12)OC)=O (1-(2-(4-aminopiperidin-1-yl)ethyl)-7-methoxy-1,5-naphthyridin-2(1H)-one), O=C1NC2=C(OC1)C=CC(=N2)C=O (3-oxo-3,4-dihydro-2H-pyrido(3,2-b)(1,4)oxazine-6-carbaldehyde). Solvent: C(Cl)(Cl)Cl (chloroform), CO (methanol), C(C)(=O)O (acetic acid). Reaction conditions: time 16 hour. Product: O=C1NC2=C(OC1)C=CC(=N2)CNC2CCN(CC2)CCN2C(C=CC1=NC=C(C=C21)OC)=O (1-(2-(4-((3-oxo-3,4-dihydro-2H-pyrido(3,2-b)(1,4)oxazin-6-yl)methylamino)piperidin-1-yl)ethyl)-7-methoxy-1,5-naphthyridin-2(1H)-one). The yield is 66.3%. RXN SMILES: [NH2:1][CH:2]1[CH2:7][CH2:6][N:5]([CH2:8][CH2:9][N:10]2[C:19]3[C:14](=[N:15][CH:16]=[C:17]([O:20][CH3:21])[CH:18]=3)[CH:13]=[CH:12][C:11]2=[O:22])[CH2:4][CH2:3]1.[O:23]=[C:24]1[CH2:29][O:28][C:27]2[CH:30]=[CH:31][C:32]([CH:34]=O)=[N:33][C:26]=2[NH:25]1.C(O[BH-](OC(=O)C)OC(=O)C)(=O)C.[Na+].C(=O)([O-])O.[Na+]>C(Cl)(Cl)Cl.CO.C(O)(=O)C>[O:23]=[C:24]1[CH2:29][O:28][C:27]2[CH:30]=[CH:31][C:32]([CH2:34][NH:1][CH:2]3[CH2:3][CH2:4][N:5]([CH2:8][CH2:9][N:10]4[C:19]5[C:14](=[N:15][CH:16]=[C:17]([O:20][CH3:21])[CH:18]=5)[CH:13]=[CH:12][C:11]4=[O:22])[CH2:6][CH2:7]3)=[N:33][C:26]=2[NH:25]1 |f:2.3,4.5|. Procedure details: To a solution of 297 mg of 1-(2-(4-aminopiperidin-1-yl)ethyl)-7-methoxy-1,5-naphthyridin-2(1H)-one and 159 mg of 3-oxo-3,4-dihydro-2H-pyrido(3,2-b)(1,4)oxazine-6-carbaldehyde in 4 mL of chloroform and 1 mL of methanol, 0.11 mL of acetic acid was added, and the mixture was stirred at room temperature for 16 hours. To the reaction mixture, 299 mg of sodium triacetoxyborohydride was added, and the mixture was stirred for 1.5 hours. Thereto was added a saturated aqueous sodium hydrogen carbonate sol... Starting materials: B (borane), [Cl-].[Li+] (lithium chloride), C(C)(C)OC(=O)C=1N=CC=2N(C3=CC=CC(=C3C2C1COC)OS(=O)(=O)C(F)(F)F)C(=O)OC(C)(C)C (5-trifluoromethanesulfonyloxy-4-methoxymethyl-9- tert.butoxycarbonyl-β-carboline-3-carboxylic acid isopropyl ester), C(C)B(C=1C=NC=CC1)CC (diethyl-3-pyridylborane), [Cl-].[Li+] (lithium chloride), C([O-])([O-])=O.[Na+].[Na+] (sodium carbonate). Reagents/catalysts: [Pd] (palladium), [Pd].C1(=CC=CC=C1)P(C1=CC=CC=C1)C1=CC=CC=C1.C1(=CC=CC=C1)P(C1=CC=CC=C1)C1=CC=CC=C1.C1(=CC=CC=C1)P(C1=CC=CC=C1)C1=CC=CC=C1.C1(=CC=CC=C1)P(C1=CC=CC=C1)C1=CC=CC=C1 (tetrakis (triphenylphosphine)-palladium). Procedure details: 532 mg of 5-trifluoromethanesulfonyloxy-4-methoxymethyl-9- tert.butoxycarbonyl-β-carboline-3-carboxylic acid isopropyl ester is mixed in 20 ml of toluene in succession with 164 mg of diethyl-3-pyridylborane, 36 mg of tetrakis (triphenylphosphine) palladium (O), 84 mg of lithium chloride, 4 ml of ethanol as well as 2 ml of a 2-m aqueous sodium carbonate solution and refluxed for 3.5 hours. Then borane, palladium catalyst, ethanol, lithium chloride as well as soda solution are added again and heat... Reaction SMILES: [CH:1]([O:4][C:5]([C:7]1[N:8]=[CH:9][C:10]2[N:11](C(OC(C)(C)C)=O)[C:12]3[C:17]([C:18]=2[C:19]=1[CH2:20][O:21][CH3:22])=[C:16](OS(C(F)(F)F)(=O)=O)[CH:15]=[CH:14][CH:13]=3)=[O:6])([CH3:3])[CH3:2].C(B(CC)[C:41]1[CH:42]=[N:43][CH:44]=[CH:45][CH:46]=1)C.[Cl-].[Li+].C(=O)([O-])[O-].[Na+].[Na+].B>C1(C)C=CC=CC=1.[Pd].[Pd].C1(P(C2C=CC=CC=2)C2C=CC=CC=2)C=CC=CC=1.C1(P(C2C=CC=CC=2)C2C=CC=CC=2)C=CC=CC=1.C1(P(C2C=CC=CC=2)C2C=CC=CC=2)C=CC=CC=1.C1(P(C2C=CC=CC=2)C2C=CC=CC=2)C=CC=CC=1.O.C(O)C>[CH:1]([O:4][C:5]([C:7]1[N:8]=[CH:9][C:10]2[NH:11][C:12]3[C:17]([C:18]=2[C:19]=1[CH2:20][O:21][CH3:22])=[C:16]([C:41]1[CH:42]=[N:43][CH:44]=[CH:45][CH:46]=1)[CH:15]=[CH:14][CH:13]=3)=[O:6])([CH3:2])[CH3:3] |f:2.3,4.5.6,10.11.12.13.14|. Run at time 1 hour. Solvent: C(C)O (ethanol), O (water), C1(=CC=CC=C1)C (toluene), C(C)O (ethanol). The product is C(C)(C)OC(=O)C=1N=CC=2NC3=CC=CC(=C3C2C1COC)C=1C=NC=CC1 (5-(3-Pyridyl)-4-methoxymethyl-β-carboline-3-carboxylic acid isopropyl ester). Starting materials: Cl.O([N+](=O)[O-])CCN (2-nitroxyethylamine hydrochloride), C[O-].[Na+] (sodium methoxide), NC=1C=C(C=NC1)C(OCCC)=NC#N (propyl 5-amino-N-cyano-3-pyridinecarboximidate). Solvent: CO (methanol), CN(C)C=O (DMF). Reaction conditions: time 3 hour. The product is NC=1C=C(C=NC1)C(NC#N)=NCCO[N+](=O)[O-] (5-amino-N-cyano-N'-(2-nitroxyethyl)-3-pyridinecarboximidamide). The yield is 62.8%. As a reaction SMILES: Cl.[O:2]([CH2:6][CH2:7][NH2:8])[N+:3]([O-:5])=[O:4].C[O-].[Na+].[NH2:12][C:13]1[CH:14]=[C:15]([C:19](=[N:24][C:25]#[N:26])OCCC)[CH:16]=[N:17][CH:18]=1>CN(C=O)C.CO>[NH2:12][C:13]1[CH:14]=[C:15]([C:19](=[N:8][CH2:7][CH2:6][O:2][N+:3]([O-:5])=[O:4])[NH:24][C:25]#[N:26])[CH:16]=[N:17][CH:18]=1 |f:0.1,2.3|. Procedure details: To a solution of 2-nitroxyethylamine hydrochloride (140 mg, 0.98 mmol) in DMF (1 ml) was added sodium methoxide (42 mg, 0.78 mmol) followed by a solution of propyl 5-amino-N-cyano-3-pyridinecarboximidate (100 mg, 0.49 mmol) in methanol (1 ml) described in Example 6 of Experimental Example 1, and the mixture was stirred at room temperature for 3 hours. After the reaction was completed, the reaction mixture was evaporated under reduced pressure. The residue was suspended in water and extracted wit... The reactants are OCC1=CC2=C(S(CC2)(=O)=O)C=C1 (5-hydroxymethyl-2,3-dihydro-benzo[b]thiophene 1,1-dioxide), C1(=CC=CC=C1)P(C1=CC=CC=C1)C1=CC=CC=C1 (triphenylphosphine), C(Br)(Br)(Br)Br (carbon tetrabromide). The solvent is C(Cl)Cl (CH2Cl2). Reaction conditions: time 14 hour. The product is BrCC1=CC2=C(S(CC2)(=O)=O)C=C1 (5-Bromomethyl-2,3-dihydro-benzo[b]thiophene 1,1-dioxide). Yield: 89.8%. RXN SMILES: O[CH2:2][C:3]1[CH:13]=[CH:12][C:6]2[S:7](=[O:11])(=[O:10])[CH2:8][CH2:9][C:5]=2[CH:4]=1.C1(P(C2C=CC=CC=2)C2C=CC=CC=2)C=CC=CC=1.C(Br)(Br)(Br)[Br:34]>C(Cl)Cl>[Br:34][CH2:2][C:3]1[CH:13]=[CH:12][C:6]2[S:7](=[O:11])(=[O:10])[CH2:8][CH2:9][C:5]=2[CH:4]=1. Procedure details: To a solution of 5-hydroxymethyl-2,3-dihydro-benzo[b]thiophene 1,1-dioxide (185 mg, 0.93 mmol) in CH2Cl2 (6 mL) was added triphenylphosphine (294 mg, 1.12 mmol) and carbon tetrabromide (371 mg, 1.12 mmol). After stirring for 14 h at rt, all volatiles were removed under reduced pressure. 5-Bromomethyl-2,3-dihydro-benzo[b]thiophene 1,1-dioxide (218 mg, 90%) was isolated by chromatography (33-50% ethyl acetate in hexanes).